From a dataset of the Open Reaction Database (ORD), a public repository of structured organic reaction records. describe an organic reaction: reactants, conditions, products, and yield Starting materials: C(C1=CC=CC=C1)N1C2=C(C3=CC(=CC=C13)Br)C=C(S2)C(=O)OC (Methyl 8-benzyl-5-bromothieno[2,3-b]indole-2-carboxylate), [Al+3].[Cl-].[Cl-].[Cl-] (AlCl3), S1C(=CC2=C1NC1=CC=CC=C21)C(=O)OC (Methyl thieno[2,3-b]indole-2-carboxylate). Yields the product BrC=1C=C2C3=C(NC2=CC1)SC(=C3)C(=O)OC (Methyl 5-bromothieno[2,3-b]indole-2-carboxylate). Yield: 19.4%. As a reaction SMILES: C([N:8]1[C:16]2[C:11](=[CH:12][C:13]([Br:17])=[CH:14][CH:15]=2)[C:10]2[CH:18]=[C:19]([C:21]([O:23][CH3:24])=[O:22])[S:20][C:9]1=2)C1C=CC=CC=1.[Al+3].[Cl-].[Cl-].[Cl-].S1C2NC3C(C=2C=C1C(OC)=O)=CC=CC=3>>[Br:17][C:13]1[CH:12]=[C:11]2[C:16](=[CH:15][CH:14]=1)[NH:8][C:9]1[S:20][C:19]([C:21]([O:23][CH3:24])=[O:22])=[CH:18][C:10]2=1 |f:1.2.3.4|. Procedure details: Prepared from (39) (1 g) by means of AlCl3 (2 g) as described for (19) gave 0.15 g of (41), m.p. 216°-218° C. Procedure: Phosphorus oxychloride (1.61 ml, 0.0173 mol) is added dropwise to 1.34 ml of N,N-dimethylformamide (DMF) while the reaction mixture is maintained between 10° to 20° C. with an external cooling bath. A solution of N-methyl-N-phenethyl-2-(3-benzyloxyphenyl)acetamide (3.73 g, 0.0144 mol) in DMF is added dropwise, the resulting mixture is heated at 100° C. for 6 hours. After cooling to room temperature, the reaction mixture is poured into an ice/H2O mixture, ethyl acetate is added, followed by 7.3 g... As a reaction SMILES: P(Cl)(Cl)(Cl)=O.[CH3:6][N:7]([CH2:25][CH2:26][C:27]1[CH:32]=[CH:31][CH:30]=[CH:29][CH:28]=1)[C:8](=[O:24])[CH2:9][C:10]1[CH:15]=[CH:14][CH:13]=[C:12]([O:16][CH2:17][C:18]2[CH:23]=[CH:22][CH:21]=[CH:20][CH:19]=2)[CH:11]=1.[C:33](OCC)(=[O:35])C.C([O-])(=O)C.[Na+]>CN(C)C=O>[CH3:6][N:7]([CH2:25][CH2:26][C:27]1[CH:32]=[CH:31][CH:30]=[CH:29][CH:28]=1)[C:8](=[O:24])[CH2:9][C:10]1[CH:11]=[C:12]([O:16][CH2:17][C:18]2[CH:19]=[CH:20][CH:21]=[CH:22][CH:23]=2)[CH:13]=[CH:14][C:15]=1[CH:33]=[O:35] |f:3.4|. The reactants are CN(C(CC1=CC(=CC=C1)OCC1=CC=CC=C1)=O)CCC1=CC=CC=C1 (N-methyl-N-phenethyl-2-(3-benzyloxyphenyl)acetamide), C(C)(=O)[O-].[Na+] (sodium acetate), P(=O)(Cl)(Cl)Cl (Phosphorus oxychloride), ice H2O, C(C)(=O)OCC (ethyl acetate). Product: CN(C(CC1=C(C=CC(=C1)OCC1=CC=CC=C1)C=O)=O)CCC1=CC=CC=C1 (N-methyl-N-phenethyl-2-(5-benzyloxy-2-formylphenyl)acetamide). Reaction conditions: temperature 100 celsius, time 1 hour. Solvent: CN(C=O)C (DMF), CN(C=O)C (N,N-dimethylformamide). Yields the product BrC1=C(C=CC=C1)SC1=C(C=C(C=C1)\C=C\C(=O)N1C(CCCC1)CO)Cl ((2-Bromophenyl)[2-chloro-4-(E-((2-(hydroxymethyl)piperidin-1-yl)carbonyl) ethenyl)phenyl]sulfide). Starting materials: ClC1=C(C=CC(=C1)Cl)S (2,4-dichlorothiophenol), 3-chloro-4-fluoro-benzadehyde, NCCCCCCO (6-amino-1-hexanol), BrC1=C(C=CC=C1)S (2-bromothiophenol), ClC1=C(C=O)C=CC=C1 (2-chlorobenzaldehyde), OCC1NCCCC1 (2-hydroxymethylpiperidine). Reported procedure: The title compound was prepared by the procedures described in Example 1 substituting 2,4-dichlorothiophenol with 2-bromothiophenol, 2-chlorobenzaldehyde with 3-chloro-4-fluoro-benzadehyde, and 6-amino-1-hexanol with 2-hydroxymethylpiperidine. 1H NMR (DMSO-d6, 300 MHz) δ 8.03 (m, 1H), 7.79 (d, J=7.8 Hz, 1H), 7.61 (m, 1H), 7.30-7.45 (m, 4H), 7.23 (m, 1H), 7.07 (m, 1H), 4.79 (m, 2H), 4.61 (m, 2H), 4.10 (m, 1H), 1.50 (m, 6H). HRMS calculated for C21H21N1O2S1Br1Cl1 : 466.0243. Observed: 466.0247. As a reaction SMILES: [Cl:1][C:2]1[CH:7]=[C:6](Cl)[CH:5]=[CH:4][C:3]=1[SH:9].[Br:10][C:11]1[CH:16]=[CH:15][CH:14]=[CH:13][C:12]=1S.Cl[C:19]1C=CC=C[C:20]=1[CH:21]=[O:22].[NH2:27][CH2:28][CH2:29][CH2:30][CH2:31][CH2:32][CH2:33][OH:34].OCC1CCCCN1>>[Br:10][C:11]1[CH:16]=[CH:15][CH:14]=[CH:13][C:12]=1[S:9][C:3]1[CH:4]=[CH:5][C:6](/[CH:19]=[CH:20]/[C:21]([N:27]2[CH2:28][CH2:29][CH2:30][CH2:31][CH:32]2[CH2:33][OH:34])=[O:22])=[CH:7][C:2]=1[Cl:1]. Reactants: BrC(CC(=O)OCC)C(C)=O (ethyl 3-bromo-4-oxopentanoate), O.S.[Na] (sodium hydrogensulfide hydrate), CCOCC (Et2O). The solvent is O (water). Conditions: temperature 0 celsius, time 3 hour. Product: SC(CC(=O)OCC)C(C)=O (ethyl 3-mercapto-4-oxopentanoate). Yield: 58.4%. As a reaction SMILES: O.[SH2:2].[Na].Br[CH:5]([C:12](=[O:14])[CH3:13])[CH2:6][C:7]([O:9][CH2:10][CH3:11])=[O:8].CCOCC>O>[SH:2][CH:5]([C:12](=[O:14])[CH3:13])[CH2:6][C:7]([O:9][CH2:10][CH3:11])=[O:8] |f:0.1.2,^1:2|. Procedure: A round bottom flask was charged with sodium hydrogensulfide hydrate (1.23 g, 16.9 mmol) in water (14.2 mL). The solution was cooled to about 0° C. followed by the addition of ethyl 3-bromo-4-oxopentanoate (3.79 g, 16.9 mmol) dropwise over about 30 min. The mixture was stirred at about 0° C. for about 3 h. To the reaction mixture was added Et2O (40 mL) and the reaction was warmed to ambient temperature. The crude product was partitioned between Et2O (15 mL) and water (15 mL). The layers were sep...